This data is from the Open Reaction Database (ORD), a public repository of structured organic reaction records. The task is: describe an organic reaction: reactants, conditions, products, and yield The reactants are Cl.ClC=1C=NC(NC1)=O (5-chloropyrimidin-2-one hydrochloride), ClCC=1C(=NOC1C)C (4-chloromethyl-3,5-dimethylisoxazole), C([O-])([O-])=O.[Na+].[Na+] (sodium carbonate). The reagents and catalysts are [Cl-].C(C1=CC=CC=C1)[N+](C)(C)C (benzyltrimethylammonium chloride). The solvent is CN(C=O)C (dimethylformamide), O (water). The yield is 32.6%. Yields the product ClC=1C=NC(N(C1)CC=1C(=NOC1C)C)=O (5-Chloro-1-(3,5-dimethylisoxazol-4-ylmethyl)pyrimidin-2-one). Conditions: temperature 90 celsius. Reported procedure: A mixture of 5-chloropyrimidin-2-one hydrochloride (0.668 g), 4-chloromethyl-3,5-dimethylisoxazole (0.874 g), anhydrous sodium carbonate (1.272 g) and benzyltrimethylammonium chloride (15 mg) in dimethylformamide (20 ml) was stirred and heated at 90° C. After 2.25 h the reaction mixture was diluted with water (200 ml) and extracted with ethyl acetate (100 ml, 2×50 ml). The combined extracts were washed with water (50 ml) and brine (50 ml), dried (MgSO4) and evaporated to an orange crystalline so... As a reaction SMILES: Cl.[Cl:2][C:3]1[CH:4]=[N:5][C:6](=[O:9])[NH:7][CH:8]=1.Cl[CH2:11][C:12]1[C:13]([CH3:18])=[N:14][O:15][C:16]=1[CH3:17].C(=O)([O-])[O-].[Na+].[Na+]>[Cl-].C([N+](C)(C)C)C1C=CC=CC=1.CN(C)C=O.O>[Cl:2][C:3]1[CH:4]=[N:5][C:6](=[O:9])[N:7]([CH2:11][C:12]2[C:13]([CH3:18])=[N:14][O:15][C:16]=2[CH3:17])[CH:8]=1 |f:0.1,3.4.5,6.7|. Reactants: CCCCCCCCC=CCCCCCCCCOCC(COC(c1ccccc1)(c1ccccc1)c1ccccc1)OCCCCCCCCC=CCCCCCCCC, ClCCl, O=C(O)C(Cl)(Cl)Cl. Yields the product CCCCCCCCC=CCCCCCCCCOCC(CO)OCCCCCCCCC=CCCCCCCCC. RXN SMILES: [CH2:1]([CH2:2][CH2:3][CH2:4][CH2:5][CH2:6][CH2:7][CH2:8][CH:9]=[CH:10][CH2:11][CH2:12][CH2:13][CH2:14][CH2:15][CH2:16][CH2:17][CH3:18])[O:19][CH2:20][CH:21]([O:22][CH2:23][CH2:24][CH2:25][CH2:26][CH2:27][CH2:28][CH2:29][CH2:30][CH:31]=[CH:32][CH2:33][CH2:34][CH2:35][CH2:36][CH2:37][CH2:38][CH2:39][CH3:40])[CH2:41][O:42][C:43]([c:44]1[cH:45][cH:46][cH:47][cH:48][cH:49]1)([c:50]1[cH:51][cH:52][cH:53][cH:54][cH:55]1)[c:56]1[cH:57][cH:58][cH:59][cH:60][cH:61]1.[CH2:62]([Cl:63])[Cl:64].[Cl:65][C:66]([Cl:67])([Cl:68])[C:69]([OH:70])=[O:71]>>[CH2:1]([CH2:2][CH2:3][CH2:4][CH2:5][CH2:6][CH2:7][CH2:8][CH:9]=[CH:10][CH2:11][CH2:12][CH2:13][CH2:14][CH2:15][CH2:16][CH2:17][CH3:18])[O:19][CH2:20][CH:21]([O:22][CH2:23][CH2:24][CH2:25][CH2:26][CH2:27][CH2:28][CH2:29][CH2:30][CH:31]=[CH:32][CH2:33][CH2:34][CH2:35][CH2:36][CH2:37][CH2:38][CH2:39][CH3:40])[CH2:41][OH:42]. The reactants are product, C(=O)(OC(C)(C)C)OC(=O)[O-] (t-butyl dicarbonate), C1=CC=C(C=C1)OP(=O)(N=[N+]=[N-])OC2=CC=CC=C2 (diphenyl phosphorazide), C1(=NNCCCCCCC1)C1=CCCCCCCCC1 (diazabicyclodecene), OO (hydrogen peroxide), C1(=CC=CC=C1)P(C1=CC=CC=C1)C1=CC=CC=C1 (triphenyl phosphine), C(C1=CC=CC=C1)OC1=C(C=C(C=C1)Br)CO ([2-(Benzyloxy)-5-bromophenyl]methanol). The solvent is O1CCCC1 (tetrahydrofuran), C(C)(=O)OCC (ethyl acetate), O (water), C1(=CC=CC=C1)C (toluene). Run at time 8 hour. Yields the product C(C1=CC=CC=C1)OC1=C(CNC(OC(C)(C)C)=O)C=C(C=C1)Br (t-Butyl N-[2-(benzyloxy)-5-bromobenzyl]carbamate). The yield is 69.9%. Reaction SMILES: [CH2:1]([O:8][C:9]1[CH:14]=[CH:13][C:12]([Br:15])=[CH:11][C:10]=1[CH2:16]O)[C:2]1[CH:7]=[CH:6][CH:5]=[CH:4][CH:3]=1.C1C=CC(OP(OC2C=CC=CC=2)([N:27]=[N+]=[N-])=O)=CC=1.C1(C2CCCCCCCCC=2)CCCCCCCNN=1.C1(P(C2C=CC=CC=2)C2C=CC=CC=2)C=CC=CC=1.[C:76](OC([O-])=O)([O:78][C:79]([CH3:82])([CH3:81])[CH3:80])=[O:77].OO>C1(C)C=CC=CC=1.O1CCCC1.O.C(OCC)(=O)C>[CH2:1]([O:8][C:9]1[CH:14]=[CH:13][C:12]([Br:15])=[CH:11][C:10]=1[CH2:16][NH:27][C:76](=[O:77])[O:78][C:79]([CH3:82])([CH3:81])[CH3:80])[C:2]1[CH:3]=[CH:4][CH:5]=[CH:6][CH:7]=1. Procedure: [2-(Benzyloxy)-5-bromophenyl]methanol (140.3 g) was dissolved in 700 ml of toluene, 160 g of diphenyl phosphorazide and 85 g of diazabicyclodecene were successively added to the solution, and the mixture was stirred overnight at room temperature. 1 L of ethyl acetate was added thereto, and the reaction mixture was successively washed with water and brine, dried over anhydrous magnesium sulfate, and the solvent was removed to give 157 g of 1-[2-(benzyloxy)-5-bromobenzyl]-1,2-triazadien-2-ium. 47.... The reactants are [OH-].[Li+] (lithium hydroxide), CC(/C=C/CC(=O)OCC)=C (ethyl trans-4-methyl-2,4-pentadienecarboxylate). The product is CC(/C=C/CC(=O)O)=C (trans-4-methyl-2,4-pentadienecarboxylic acid). Reported procedure: 2.5 g (0.1 mol) of lithium hydroxide are added at 0° C. to 10 g (0.07 mol) of ethyl trans-4-methyl-2,4-pentadienecarboxylate, dissolved in a solvent mixture of 75 ml of methanol, 17 ml of tetrahydrofuran and 2.5 ml of water, and the mixture is stirred for 20 hours at room temperature. After the mixture has been diluted with 200 ml of water, it is extracted once using diethyl ether, and a pH of 1 is established in the aqueous phase at 0° C. using concentrated hydrochloric acid. The mixture is ext... Conditions: time 20 hour. Yield: 69.1%. Solvent: CO (methanol), O1CCCC1 (tetrahydrofuran), O (water), O (water). As a reaction SMILES: [OH-].[Li+].[CH3:3][C:4](=[CH2:13])/[CH:5]=[CH:6]/[CH2:7][C:8]([O:10]CC)=[O:9]>CO.O1CCCC1.O>[CH3:13][C:4](=[CH2:3])/[CH:5]=[CH:6]/[CH2:7][C:8]([OH:10])=[O:9] |f:0.1|. Reactants: O=C([O-])[O-], CCOC(C)=O, O=c1[nH]c2ccc(Cl)cc2o1, Cc1c(Cl)cccc1N1CN(C(=O)CCl)CC1=O, [K+], [K+], CN(C)C=O. Yields the product Cc1c(Cl)cccc1N1CN(C(=O)Cn2c(=O)oc3cc(Cl)ccc32)CC1=O. Reaction SMILES: [C:30](=[O:31])([O-:32])[O-:33].[CH3:41][CH2:42][O:43][C:44](=[O:45])[CH3:46].[Cl:19][c:20]1[cH:21][c:22]2[c:23]([nH:24][c:25](=[O:27])[o:26]2)[cH:28][cH:29]1.[Cl:1][CH2:2][C:3](=[O:4])[N:5]1[CH2:6][N:7]([c:11]2[c:12]([CH3:18])[c:13]([Cl:17])[cH:14][cH:15][cH:16]2)[C:8](=[O:10])[CH2:9]1.[K+:34].[K+:35].[O:36]=[CH:37][N:38]([CH3:39])[CH3:40]>>[CH2:2]([C:3](=[O:4])[N:5]1[CH2:6][N:7]([c:11]2[c:12]([CH3:18])[c:13]([Cl:17])[cH:14][cH:15][cH:16]2)[C:8](=[O:10])[CH2:9]1)[n:24]1[c:23]2[c:22]([cH:21][c:20]([Cl:19])[cH:29][cH:28]2)[o:26][c:25]1=[O:27]. Starting materials: SC=1OC2=C(N1)C=CC=C2 (2-mercapto-1H-benzoxazole), CI (methyl iodide), C([O-])([O-])=O.[K+].[K+] (potassium carbonate). Solvent: O1CCCC1 (tetrahydrofuran). Conditions: time 24 hour. The product is CSC=1OC2=C(N1)C=CC=C2 (2-methylthio-1-H-benzoxazole). Yield: 97.9%. Reaction SMILES: [SH:1][C:2]1[O:3][C:4]2[CH:10]=[CH:9][CH:8]=[CH:7][C:5]=2[N:6]=1.CI.[C:13](=O)([O-])[O-].[K+].[K+]>O1CCCC1>[CH3:13][S:1][C:2]1[O:3][C:4]2[CH:10]=[CH:9][CH:8]=[CH:7][C:5]=2[N:6]=1 |f:2.3.4|. Procedure details: Method A, Part A. A solution of 2-mercapto-1H-benzoxazole (5.85 g, 38.7 mmol), methyl iodide (2.70 mL, 43.4 mmol), and potassium carbonate (7.39 g, 53.5 mmol) in tetrahydrofuran (100 mL) was heated to reflux for 18 hours. After stirring at room temperature for an additional 24 hours, the solution was poured into (2×150 mL). The extracts were combined, dried over anhydrous magnesium sulfate, filtered and evaporated to afford sufficiently pure 2-methylthio-1-H-benzoxazole (6.27 g, 37.9 mmol, 98%) ... Reactants: NC(CO)(C)C (2-amino-2-methyl-1-propanol), COC1=C(C=C(C=C1)CC(=O)O)[N+](=O)[O-] (4-methoxy-3-nitrobenzeneacetic acid). Solvent: C1(=CC=CC=C1)C (toluene), C=1(C(=CC=CC1)C)C (xylene). Product: COC1=C(C=C(C=C1)CC=1OCC(N1)(C)C)[N+](=O)[O-] (4,5-dihydro-2-[(4-methoxy-3-nitrophenyl)methyl]-4,4-dimethyloxazole). As a reaction SMILES: [NH2:1][C:2]([CH3:6])([CH3:5])[CH2:3][OH:4].[CH3:7][O:8][C:9]1[CH:14]=[CH:13][C:12]([CH2:15][C:16](O)=O)=[CH:11][C:10]=1[N+:19]([O-:21])=[O:20]>C1(C)C(C)=CC=CC=1.C1(C)C=CC=CC=1>[CH3:7][O:8][C:9]1[CH:14]=[CH:13][C:12]([CH2:15][C:16]2[O:4][CH2:3][C:2]([CH3:6])([CH3:5])[N:1]=2)=[CH:11][C:10]=1[N+:19]([O-:21])=[O:20]. Procedure: A mixture of 2-amino-2-methyl-1-propanol, 7.2 g (0.05 mol), (Aldrich Chemical Company) and 4-methoxy-3-nitrobenzeneacetic acid, 16.7 g (0.079 mol), (Journal of the American Chemical Society, Vol. 70, pp. 2837-2843, (1948)) is refluxed overnight in xylene, 100 ml, under a water separator. The mixture is diluted with toluene, filtered, washed with an aqueous solution of potassium bicarbonate and water. The organic layer is separated and evaporated. The resulting gum is chromatographed over silica ...